This data is from the Open Reaction Database (ORD), a public repository of structured organic reaction records. The task is: describe an organic reaction: reactants, conditions, products, and yield Starting materials: CC(C)(C)OC(=O)N1C2C=C(c3cc4c(ccc(=O)n4-c4c(Cl)cccc4Cl)c(-c4ccc(F)cc4Cl)n3)CC1CC2, O=C(O)C(F)(F)F. Product: O=c1ccc2c(-c3ccc(F)cc3Cl)nc(C3=CC4CCC(C3)N4)cc2n1-c1c(Cl)cccc1Cl. As a reaction SMILES: [Cl:1][c:2]1[c:3](-[c:9]2[c:10]3[cH:11][cH:12][c:13](=[O:42])[n:14](-[c:34]4[c:35]([Cl:41])[cH:36][cH:37][cH:38][c:39]4[Cl:40])[c:15]3[cH:16][c:17]([C:19]3=[CH:20][CH:21]4[CH2:22][CH2:23][CH:24]([CH2:25]3)[N:26]4[C:27]([O:28][C:29]([CH3:30])([CH3:31])[CH3:32])=[O:33])[n:18]2)[cH:4][cH:5][c:6]([F:8])[cH:7]1.[OH:43][C:44]([C:45]([F:46])([F:47])[F:48])=[O:49]>>[Cl:1][c:2]1[c:3](-[c:9]2[c:10]3[cH:11][cH:12][c:13](=[O:42])[n:14](-[c:34]4[c:35]([Cl:41])[cH:36][cH:37][cH:38][c:39]4[Cl:40])[c:15]3[cH:16][c:17]([C:19]3=[CH:20][CH:21]4[CH2:22][CH2:23][CH:24]([CH2:25]3)[NH:26]4)[n:18]2)[cH:4][cH:5][c:6]([F:8])[cH:7]1. Starting materials: ClCC1=NC(CC2=CC=CC=C12)C(F)(F)F (1-chloromethyl-3-trifluoromethyl-3,4-dihydro-isoquinoline), CC(C)([O-])C.[K+] (potassium-tert. butoxide). The solvent is O1CCCC1 (tetrahydrofuran). Yields the product CC1=NC(=CC2=CC=CC=C12)C(F)(F)F (1-methyl-3-trifluoromethyl-isoquinoline). RXN SMILES: Cl[CH2:2][C:3]1[C:12]2[C:7](=[CH:8][CH:9]=[CH:10][CH:11]=2)[CH2:6][CH:5]([C:13]([F:16])([F:15])[F:14])[N:4]=1.CC(C)([O-])C.[K+]>O1CCCC1>[CH3:2][C:3]1[C:12]2[C:7](=[CH:8][CH:9]=[CH:10][CH:11]=2)[CH:6]=[C:5]([C:13]([F:15])([F:14])[F:16])[N:4]=1 |f:1.2|. Procedure: Prepared by treating 905 mg of 1-chloromethyl-3-trifluoromethyl-3,4-dihydro-isoquinoline with 420 mg of potassium-tert. butoxide in 10 ml of tetrahydrofuran at ambient temperature. The reactants are [Li+].[OH-] (LiOH), reacting(2′-ethylaminomethyl-4′-fluoro-6-methoxy-biphenyl-3-yl)-acetic acid ethyl ester, C1(CC1)C(=O)Cl (cyclopropanecarbonyl chloride), C(C)OC(CC=1C=C(C(=CC1)OC)C1=C(C=C(C=C1)F)CN(CC)C(=O)OCC1=CC=CC=C1)=O ({2′-[(benzyloxycarbonyl-ethyl-amino)-methyl]-4′-fluoro-6-methoxy-biphenyl-3-yl}-acetic acid ethyl ester). The solvent is C1CCOC1 (THF). Product: C1(CC1)C(=O)N(CC)CC1=C(C=CC(=C1)F)C1=CC(=CC=C1OC)CC(=O)O ({2′-[(Cyclopropanecarbonyl-ethyl-amino)-methyl]-4′-fluoro-6-methoxy-biphenyl-3-yl}-acetic acid). As a reaction SMILES: [CH:1]1([C:4](Cl)=[O:5])[CH2:3][CH2:2]1.C([O:9][C:10](=[O:41])[CH2:11][C:12]1[CH:13]=[C:14]([C:20]2[CH:25]=[CH:24][C:23]([F:26])=[CH:22][C:21]=2[CH2:27][N:28](C(OCC2C=CC=CC=2)=O)[CH2:29][CH3:30])[C:15]([O:18][CH3:19])=[CH:16][CH:17]=1)C.[Li+].[OH-]>C1COCC1>[CH:1]1([C:4]([N:28]([CH2:27][C:21]2[CH:22]=[C:23]([F:26])[CH:24]=[CH:25][C:20]=2[C:14]2[C:15]([O:18][CH3:19])=[CH:16][CH:17]=[C:12]([CH2:11][C:10]([OH:41])=[O:9])[CH:13]=2)[CH2:29][CH3:30])=[O:5])[CH2:3][CH2:2]1 |f:2.3|. Reported procedure: {2′-[(Cyclopropanecarbonyl-ethyl-amino)-methyl]-4′-fluoro-6-methoxy-biphenyl-3-yl}-acetic acid (Compound 1-186) was prepared by reacting(2′-ethylaminomethyl-4′-fluoro-6-methoxy-biphenyl-3-yl)-acetic acid ethyl ester and cyclopropanecarbonyl chloride according to the procedure described in Example 1, Step 6 and then hydrolyzing the ester with aqueous LiOH in THF at room temperature Reactants: CC(C)(C)OC(=O)N1CCN(c2ccc(S(=O)(=O)C3CC3)c(F)c2F)CC1, Cl, C1COCCO1. Product: Cl, O=S(=O)(c1ccc(N2CCNCC2)c(F)c1F)C1CC1. Reaction SMILES: [C:1]([O:2][C:3](=[O:4])[N:8]1[CH2:9][CH2:10][N:11]([c:14]2[c:15]([F:27])[c:16]([F:26])[c:17]([S:20](=[O:21])(=[O:22])[CH:23]3[CH2:24][CH2:25]3)[cH:18][cH:19]2)[CH2:12][CH2:13]1)([CH3:5])([CH3:6])[CH3:7].[ClH:28].[O:29]1[CH2:30][CH2:31][O:32][CH2:33][CH2:34]1>>[ClH:28].[NH:8]1[CH2:9][CH2:10][N:11]([c:14]2[c:15]([F:27])[c:16]([F:26])[c:17]([S:20](=[O:21])(=[O:22])[CH:23]3[CH2:24][CH2:25]3)[cH:18][cH:19]2)[CH2:12][CH2:13]1. Starting materials: ClC=1C=CC=C2C1C(=O)OC(N2)=O (6-chloro-isatoic acid anhydride), C1CN[C@@H]1C(=O)O (L-azetidine-2-carboxylic acid). Solvent: CS(=O)C (dimethyl sulphoxide). The product is ClC1=CC=CC2=C1C(N1[C@H](C(N2)=O)CC1)=O ((S)-5-chloro-1,10a-dihydroazeto[2,1-c][1,4]benzodiazepine-4,10(2H,9H)-dione). As a reaction SMILES: [Cl:1][C:2]1[CH:3]=[CH:4][CH:5]=[C:6]2[NH:12][C:11](=[O:13])[O:10][C:8](=O)[C:7]=12.[CH2:14]1[C@@H:17](C(O)=O)[NH:16][CH2:15]1>CS(C)=O>[Cl:1][C:2]1[C:7]2[C:8](=[O:10])[N:16]3[CH2:17][CH2:14][C@H:15]3[C:11](=[O:13])[NH:12][C:6]=2[CH:5]=[CH:4][CH:3]=1. Procedure: 11.3 g (0.057 mol) of 6-chloro-isatoic acid anhydride and 5.78 g (0.057 mol) of L-azetidine-2-carboxylic acid are heated to 125° in 50 ml of dimethyl sulphoxide for 2 hours. The mixture is subsequently evaporated to dryness in a high vacuum and the residue obtained is heated to 150° for 2 hours. By chromatography on silica gel while eluting with ethyl acetate there is obtained (S)-5-chloro-1,10a-dihydroazeto[2,1-c][1,4]benzodiazepine-4,10(2H,9H)-dione of melting point 225°-228°. The reactants are [CH2]C, COc1ccccc1C1CO1, COc1ccc(CCN)cc1OC. Product: COc1ccc(CCNCC(O)c2ccccc2OC)cc1OC. Reaction SMILES: [CH2:25][CH3:26].[CH3:14][O:15][c:16]1[c:17]([CH:18]2[CH2:19][O:20]2)[cH:21][cH:22][cH:23][cH:24]1.[CH3:1][O:2][c:3]1[cH:4][cH:5][c:6]([CH2:7][CH2:8][NH2:9])[cH:10][c:11]1[O:12][CH3:13]>>[CH3:1][O:2][c:3]1[cH:4][cH:5][c:6]([CH2:7][CH2:8][NH:9][CH2:19][CH:18]([c:17]2[c:16]([O:15][CH3:14])[cH:24][cH:23][cH:22][cH:21]2)[OH:20])[cH:10][c:11]1[O:12][CH3:13]. Starting materials: FC1=C(C=C(C=C1)F)O (2,5-difluorophenol), BrCCCBr (1,3-dibromopropane). Yields the product BrCCCOC1=C(C=CC(=C1)F)F (2-(3-Bromopropoxy)-1,4-difluorobenzene). RXN SMILES: [F:1][C:2]1[CH:7]=[CH:6][C:5]([F:8])=[CH:4][C:3]=1[OH:9].[Br:10][CH2:11][CH2:12][CH2:13]Br>>[Br:10][CH2:11][CH2:12][CH2:13][O:9][C:3]1[CH:4]=[C:5]([F:8])[CH:6]=[CH:7][C:2]=1[F:1]. Reported procedure: Analogously to Example 91b, 1.40 g of 2,5-difluorophenol and 21.5 g of 1,3-dibromopropane are reacted. The title compound is obtained as a colourless oil. Rf=0.59 (1:3 EtOAc-heptane); Rt=4.84. Starting materials: C(C)OC(C(C)(C)C=1C=C2C(=C(NC2=CC1)C1=CC(=CC(=C1)C)C)CCNCCCCC1=CC=C(C=C1)NS(=O)(=O)C)=O (2-(2-(3,5-dimethylphenyl)-3-{2-[4-(4-methanesulfonylaminophenyl)butylamino]ethyl}-1H-indol-5-yl)-2-methylpropionic acid ethyl ester), ClC(=O)OCC1=CC=CC=C1 (benzyl chloroformate). Product: C(C)OC(C(C)(C)C=1C=C2C(=C(NC2=CC1)C1=CC(=CC(=C1)C)C)CCN(CCCCC1=CC=C(C=C1)NS(=O)(=O)C)C(=O)OCC1=CC=CC=C1)=O (2-[3-(2-{benzyloxycarbonyl-[4-(4-methanesulfonylaminophenyl)butyl]amino]ethyl)-2-(3,5-dimethyl-phenyl)-1H-indol-5-yl]-2-methylpropionic acid ethyl ester). The yield is 72.0%. Reaction SMILES: [CH2:1]([O:3][C:4](=[O:43])[C:5]([C:8]1[CH:9]=[C:10]2[C:14](=[CH:15][CH:16]=1)[NH:13][C:12]([C:17]1[CH:22]=[C:21]([CH3:23])[CH:20]=[C:19]([CH3:24])[CH:18]=1)=[C:11]2[CH2:25][CH2:26][NH:27][CH2:28][CH2:29][CH2:30][CH2:31][C:32]1[CH:37]=[CH:36][C:35]([NH:38][S:39]([CH3:42])(=[O:41])=[O:40])=[CH:34][CH:33]=1)([CH3:7])[CH3:6])[CH3:2].Cl[C:45]([O:47][CH2:48][C:49]1[CH:54]=[CH:53][CH:52]=[CH:51][CH:50]=1)=[O:46]>>[CH2:1]([O:3][C:4](=[O:43])[C:5]([C:8]1[CH:9]=[C:10]2[C:14](=[CH:15][CH:16]=1)[NH:13][C:12]([C:17]1[CH:18]=[C:19]([CH3:24])[CH:20]=[C:21]([CH3:23])[CH:22]=1)=[C:11]2[CH2:25][CH2:26][N:27]([C:45]([O:47][CH2:48][C:49]1[CH:54]=[CH:53][CH:52]=[CH:51][CH:50]=1)=[O:46])[CH2:28][CH2:29][CH2:30][CH2:31][C:32]1[CH:33]=[CH:34][C:35]([NH:38][S:39]([CH3:42])(=[O:41])=[O:40])=[CH:36][CH:37]=1)([CH3:7])[CH3:6])[CH3:2]. Procedure details: The reaction of 2-(2-(3,5-dimethylphenyl)-3-{2-[4-(4-methanesulfonylaminophenyl)butylamino]ethyl}-1H-indol-5-yl)-2-methylpropionic acid ethyl ester with benzyl chloroformate was carried out according to the procedure of Example 14.1 Step C, to give the titled compound in 72% yield as a stiff foam; homogeneous by TLC in 95:5 CH2Cl2 --MeOH. 500 MHz 1H NMR was complex, owing to the existence of rotamers, but was consistent with the assigned structure. Mass spectrum (ESI): m/e=738 (M+H). Starting materials: COC=1N=NC(=CC1)S(=O)(=O)C=1OC2=C(C1C)C=C(C=C2)Cl (3-methoxy-6-(5-chloro-3-methyl-benzofuran-2-sulfonyl)-pyridazine), Cl (HCl). The solvent is O1CCOCC1 (dioxane). Reaction conditions: temperature 100 celsius. Yields the product ClC=1C=CC2=C(C(=C(O2)S(=O)(=O)C2=CC=CNN2)C)C1.N=1NC(C=CC1)=O (6-(5-Chloro-3-methyl-benzofuran-2-sulfonyl)-2H-pyridazin 2H-pyridazin-3-one). As a reaction SMILES: C[O:2][C:3]1[N:4]=[N:5][C:6]([S:9]([C:12]2[O:13][C:14]3[CH:21]=[CH:20][C:19]([Cl:22])=[CH:18][C:15]=3[C:16]=2[CH3:17])(=[O:11])=[O:10])=[CH:7][CH:8]=1.Cl>O1CCOCC1>[Cl:22][C:19]1[CH:20]=[CH:21][C:14]2[O:13][C:12]([S:9]([C:6]3[NH:5][NH:4][CH:3]=[CH:8][CH:7]=3)(=[O:10])=[O:11])=[C:16]([CH3:17])[C:15]=2[CH:18]=1.[N:5]1[NH:4][C:3](=[O:2])[CH:8]=[CH:7][CH:6]=1 |f:3.4|. Procedure: A mixture of 3-methoxy-6-(5-chloro-3-methyl-benzofuran-2-sulfonyl)-pyridazine (22.2 mmol, 7.5 g), conc. HCl (5 mL), and dioxane (50 mL) was heated at 100° C. for 2 hours. The reaction mixture was cooled and evaporated to dryness. Water (20 mL) was added to the residue. The resulting precipitate was collected and crystallized from ethanol to obtain the desired product: 6-(5-chloro-3-methyl-benzofuran-2-sulfonyl)-2H-pyridazin-2H-pyridazin-3-one (89%, 6.42 g). Yields the product ClC1=CC=C(C=C1)N1C=NC(=CC1=O)C (1-(4-chlorophenyl)-1,6-dihydro-4-methyl-6-oxopyrimidine). Run in C(C)(=O)O (acetic acid). RXN SMILES: [Cl:1][C:2]1[CH:7]=[CH:6][C:5]([N:8]2[C:13](=[O:14])[C:12](C(OCC)=O)=[C:11]([CH3:20])[N:10]=[CH:9]2)=[CH:4][CH:3]=1.Cl>C(O)(=O)C>[Cl:1][C:2]1[CH:3]=[CH:4][C:5]([N:8]2[C:13](=[O:14])[CH:12]=[C:11]([CH3:20])[N:10]=[CH:9]2)=[CH:6][CH:7]=1. Procedure details: Treatment of 2.93 g (10 mmole) of ethyl 1-(4-chlorophenyl)-1,6-dihydro-4-methyl-6-oxopyrimidine-5-carboxylate prepared as in Example 1 with either 20 ml of concentrated hydrochloric acid or a mixture of 10 ml of concentrated hydrochloric acid and 10 ml of acetic acid at reflux for 5 hours gives, after methylene chloride extraction and ethanol recrystallization, a 40-45% yield of 1-(4-chlorophenyl)-1,6-dihydro-4-methyl-6-oxopyrimidine, m.p. 177°-9° C. The yield is 40.0%. Reactants: ClC1=CC=C(C=C1)N1C=NC(=C(C1=O)C(=O)OCC)C (ethyl 1-(4-chlorophenyl)-1,6-dihydro-4-methyl-6-oxopyrimidine-5-carboxylate), Cl (hydrochloric acid), Cl (hydrochloric acid).